From a dataset of the Open Reaction Database (ORD), a public repository of structured organic reaction records. describe an organic reaction: reactants, conditions, products, and yield The reactants are O=C([O-])[O-], CN(C)C=O, [Cl-], C#CCOc1cc(Cl)ncn1, [K+], [K+], [NH4+], Oc1ccccc1. Product: C#CCOc1cc(Oc2ccccc2)ncn1. As a reaction SMILES: [C:12](=[O:13])([O-:14])[O-:15].[CH3:27][N:28]([CH3:29])[CH:30]=[O:31].[Cl-:25].[Cl:1][c:2]1[n:3][cH:4][n:5][c:6]([O:8][CH2:9][C:10]#[CH:11])[cH:7]1.[K+:16].[K+:17].[NH4+:26].[OH:18][c:19]1[cH:20][cH:21][cH:22][cH:23][cH:24]1>>[c:2]1([O:18][c:19]2[cH:20][cH:21][cH:22][cH:23][cH:24]2)[n:3][cH:4][n:5][c:6]([O:8][CH2:9][C:10]#[CH:11])[cH:7]1.